This data is from the Open Reaction Database (ORD), a public repository of structured organic reaction records. The task is: describe an organic reaction: reactants, conditions, products, and yield As a reaction SMILES: [CH2:22]([c:23]1[cH:24][cH:25][cH:26][cH:27][cH:28]1)[O:29][CH2:30][C:31]1([S:34](=[O:35])(=[O:36])[Cl:37])[CH2:32][CH2:33]1.[NH2:1][c:2]1[c:3]2[n:4]([c:5](=[O:18])[c:6]([CH3:17])[c:7]1[NH:8][c:9]1[c:10]([F:16])[cH:11][c:12]([I:15])[cH:13][cH:14]1)[CH2:19][CH2:20][O:21]2.[cH:38]1[cH:39][cH:40][n:41][cH:42][cH:43]1>>[NH:1]([c:2]1[c:3]2[n:4]([c:5](=[O:18])[c:6]([CH3:17])[c:7]1[NH:8][c:9]1[c:10]([F:16])[cH:11][c:12]([I:15])[cH:13][cH:14]1)[CH2:19][CH2:20][O:21]2)[S:34]([C:31]1([CH2:30][O:29][CH2:22][c:23]2[cH:24][cH:25][cH:26][cH:27][cH:28]2)[CH2:32][CH2:33]1)(=[O:35])=[O:36]. Reactants: O=S(=O)(Cl)C1(COCc2ccccc2)CC1, Cc1c(Nc2ccc(I)cc2F)c(N)c2n(c1=O)CCO2, c1ccncc1. Product: Cc1c(Nc2ccc(I)cc2F)c(NS(=O)(=O)C2(COCc3ccccc3)CC2)c2n(c1=O)CCO2. The reactants are NC1=NN(C=C1C(=O)O)C1=NC=2C3=C(CCC2C=N1)C=C(C=C3)OC (3-amino-1-(8-methoxy-5,6-dihydrobenzo[h]quinazolin-2-yl)-1H-pyrazole-4-carboxylic acid), BrC1=CC2=C(NC(=N2)C(Cl)(Cl)Cl)C=C1 (5-bromo-2-(trichloromethyl)-1H-benzimidazole). The solvent is CC(=O)N(C)C (dimethylacetamide). The product is NC1=NN(C=C1C(=O)N)C1=NC=2C3=C(CCC2C=N1)C=C(C=C3)OC (3-amino-1-(8-methoxy-5,6-dihydrobenzo[h]quinazolin-2-yl)-1H-pyrazole-4-carboxylic amide). As a reaction SMILES: [NH2:1][C:2]1[C:6]([C:7]([OH:9])=O)=[CH:5][N:4]([C:10]2[N:19]=[CH:18][C:17]3[CH2:16][CH2:15][C:14]4[CH:20]=[C:21]([O:24][CH3:25])[CH:22]=[CH:23][C:13]=4[C:12]=3[N:11]=2)[N:3]=1.BrC1C=CC2[NH:31]C(C(Cl)(Cl)Cl)=NC=2C=1>CC(N(C)C)=O>[NH2:1][C:2]1[C:6]([C:7]([NH2:31])=[O:9])=[CH:5][N:4]([C:10]2[N:19]=[CH:18][C:17]3[CH2:16][CH2:15][C:14]4[CH:20]=[C:21]([O:24][CH3:25])[CH:22]=[CH:23][C:13]=4[C:12]=3[N:11]=2)[N:3]=1. Procedure details: A solution of benzimidazole-2-aldehyde 1 (0.5 mmol) and diamine 2 (0.5 mmol) in dimethylacetamide (4 mL) was stirred at 100° C. for 12 h. Solvent was evaporated and residue was purified by preparative HPLC to give benzimidazole derivative 3. 1H NMR (300 MHz, MeOH-d4): δ 2.52 (s, 3H), 2.85 (brs, 4H), 3.25 (brs, 4H), 7.05-7.15 (m, 2H), 7.25-7.35 (s overlapped with m, 2H), 7.60-7.75 (m, 4H); LCMS m/z 333 (M+H+), ELSD 99%.